This data is from the Open Reaction Database (ORD), a public repository of structured organic reaction records. The task is: describe an organic reaction: reactants, conditions, products, and yield The reactants are BrCCCCCBr, O=C([O-])[O-], CS(C)=O, [K+], [K+], O, CC1(C)OC(=O)Nc2ccc(O)cc21. The product is CC1(C)OC(=O)Nc2ccc(OCCCCCBr)cc21. Reaction SMILES: [Br:21][CH2:22][CH2:23][CH2:24][CH2:25][CH2:26][Br:27].[C:15](=[O:16])([O-:17])[O-:18].[CH3:29][S:30](=[O:31])[CH3:32].[K+:19].[K+:20].[OH2:28].[OH:1][c:2]1[cH:3][cH:4][c:5]2[c:6]([cH:14]1)[C:7]([CH3:12])([CH3:13])[O:8][C:9](=[O:11])[NH:10]2>>[O:1]([c:2]1[cH:3][cH:4][c:5]2[c:6]([cH:14]1)[C:7]([CH3:12])([CH3:13])[O:8][C:9](=[O:11])[NH:10]2)[CH2:26][CH2:25][CH2:24][CH2:23][CH2:22][Br:21]. The reactants are [BH3-]C#N, C1CCOC1, COc1ccc(CN(Cc2ccc(OC)cc2)c2nc(C)nc(-c3cc(C=O)cnc3Nc3cnc(OC)c(F)c3)n2)cc1, CC[O-], CC[O-], CC[O-], CC[O-], [Na+], O=S1(=O)CCC2CNCCN21, [Ti+4]. The product is COc1ccc(CN(Cc2ccc(OC)cc2)c2nc(C)nc(-c3cc(CN4CCN5C(CCS5(=O)=O)C4)cnc3Nc3cnc(OC)c(F)c3)n2)cc1. Reaction SMILES: [C:61]([BH3-:62])#[N:63].[CH2:12]1[O:13][CH2:14][CH2:15][CH2:16]1.[CH3:17][O:18][c:19]1[cH:20][cH:21][c:22]([CH2:23][N:24]([c:25]2[n:26][c:27](-[c:32]3[c:33]([NH:40][c:41]4[cH:42][n:43][c:44]([O:48][CH3:49])[c:45]([F:47])[cH:46]4)[n:34][cH:35][c:36]([CH:37]=[O:38])[cH:39]3)[n:28][c:29]([CH3:31])[n:30]2)[CH2:50][c:51]2[cH:52][cH:53][c:54]([O:57][CH3:58])[cH:55][cH:56]2)[cH:59][cH:60]1.[CH3:65][CH2:66][O-:67].[CH3:69][CH2:70][O-:71].[CH3:72][CH2:73][O-:74].[CH3:75][CH2:76][O-:77].[Na+:64].[S:1]1(=[O:10])(=[O:11])[CH2:2][CH2:3][CH:4]2[N:5]1[CH2:6][CH2:7][NH:8][CH2:9]2.[Ti+4:68]>>[S:1]1(=[O:10])(=[O:11])[CH2:2][CH2:3][CH:4]2[N:5]1[CH2:6][CH2:7][N:8]([CH2:37][c:36]1[cH:35][n:34][c:33]([NH:40][c:41]3[cH:42][n:43][c:44]([O:48][CH3:49])[c:45]([F:47])[cH:46]3)[c:32](-[c:27]3[n:26][c:25]([N:24]([CH2:23][c:22]4[cH:21][cH:20][c:19]([O:18][CH3:17])[cH:60][cH:59]4)[CH2:50][c:51]4[cH:52][cH:53][c:54]([O:57][CH3:58])[cH:55][cH:56]4)[n:30][c:29]([CH3:31])[n:28]3)[cH:39]1)[CH2:9]2. Reactants: C(O)([O-])=O.[Na+] (sodium hydrogencarbonate), C(=O)(O)C1=CC=C(C=C1)NC(=O)C1=CC=CC=2N(CCOC21)C2=NC=CC=C2Cl (N-(4-carboxyphenyl)-4-(3-chloropyridin-2-yl)-3,4-dihydro-2H-benzo[1,4]oxazine-8-carboxamide), [Cl-].[NH4+] (ammonium chloride), ON1N=NC2=C1C=CC=C2 (1-hydroxybenzotriazole), Cl.C(C)N=C=NCCCN(C)C (1-ethyl-3-(3-dimethylaminopropyl)-carbodiimide hydrochloride). The solvent is O (water), CN(C=O)C (N,N-dimethylformamide), C(C)N(CC)CC (triethylamine). Reaction conditions: time 10 hour. The product is C(N)(=O)C1=CC=C(C=C1)NC(=O)C1=CC=CC=2N(CCOC21)C2=NC=CC=C2Cl (N-(4-carbamoylphenyl)-4-(3-chloropyridin-2-yl)-3,4-dihydro-2H-benzo[1,4]oxazine-8-carboxamide). RXN SMILES: [C:1]([C:4]1[CH:9]=[CH:8][C:7]([NH:10][C:11]([C:13]2C3O[CH2:20][CH2:19][N:18]([C:23]4[C:28]([Cl:29])=[CH:27][CH:26]=[CH:25][N:24]=4)[C:17]=3[CH:16]=[CH:15][CH:14]=2)=[O:12])=[CH:6][CH:5]=1)(O)=[O:2].[Cl-].[NH4+].O[N:33]1C2C=CC=CC=2N=N1.Cl.C(N=C=NCCCN(C)C)C.[C:54](=[O:57])([O-])O.[Na+]>CN(C)C=O.O.C(N(CC)CC)C>[C:1]([C:4]1[CH:9]=[CH:8][C:7]([NH:10][C:11]([C:13]2[C:54]3[O:57][CH2:20][CH2:19][N:18]([C:23]4[C:28]([Cl:29])=[CH:27][CH:26]=[CH:25][N:24]=4)[C:17]=3[CH:16]=[CH:15][CH:14]=2)=[O:12])=[CH:6][CH:5]=1)(=[O:2])[NH2:33] |f:1.2,4.5,6.7|. Reported procedure: N-(4-carboxyphenyl)-4-(3-chloropyridin-2-yl)-3,4-dihydro-2H-benzo[1,4]oxazine-8-carboxamide (100 mg) obtained in Example 1-035 was dissolved in N,N-dimethylformamide (2 ml), ammonium chloride (65 mg), 1-hydroxybenzotriazole (56 mg), 1-ethyl-3-(3-dimethylaminopropyl)-carbodiimide hydrochloride (70 mg) and triethylamine (0.20 ml) were added in this order, and the mixture was stirred at room temperature for 10 hours. After adding water and saturated sodium hydrogencarbonate solution to the reaction... The reactants are NC1=C(N=CN1[C@H]1[C@H](O)[C@H](O)[C@H](O1)CO)C(=O)N (5-amino-1-β-D-ribofuranosylimidazole-4-carboxamide), C(CC)(=O)O (propionic acid). Yields the product NC1=C(N=CN1[C@H]1[C@H](OC(CC)=O)[C@H](OC(CC)=O)[C@H](O1)COC(CC)=O)C(=O)N (5-amino-1-(2,3,5,-tri-O-propionyl-β-D-ribofuranosyl)imidazole-4-carboxamide). Reaction SMILES: [NH2:1][C:2]1[N:6]([C@@H:7]2[O:13][C@H:12]([CH2:14][OH:15])[C@@H:10]([OH:11])[C@H:8]2[OH:9])[CH:5]=[N:4][C:3]=1[C:16]([NH2:18])=[O:17].[C:19]([OH:23])(=O)[CH2:20][CH3:21]>>[NH2:1][C:2]1[N:6]([C@@H:7]2[O:13][C@H:12]([CH2:14][O:15][C:19](=[O:23])[CH2:20][CH3:21])[C@@H:10]([O:11][C:16](=[O:17])[CH2:3][CH3:2])[C@H:8]2[O:9][C:8](=[O:9])[CH2:10][CH3:12])[CH:5]=[N:4][C:3]=1[C:16]([NH2:18])=[O:17]. Procedure details: A method for producing N2 -phenyl-2,6-diaminonebularine, which comprises reacting 5-amino-1-β-D-ribofuranosylimidazole-4-carboxamide with a reactive derivative of propionic acid to yield 5-amino-1-(2,3,5,-tri-O-propionyl-β-D-ribofuranosyl)imidazole-4-carboxamide, dehydrating 5-amino-1-(2,3,5-tri-O-propionyl-β-D-ribofuranosyl)imidazole-4-carboxamide to yield 5-amino-4-cyano-1-(2,3,5-tri-O-propionyl-β-D-ribofuranosyl)imidazole, treating 5-amino-4-cyano-1-(2,3,5-tri-O-propionyl-β-D-ribofuranosyl)im... Reported procedure: A mixture of tetrachloropyrazine (21.8 g, 0.1 mol), n-butylaminoethanol (11.7 g, 0.1 mol), and potassium carbonate (28 g, 0.2 mol) were heated to 80° in 225 ml of dioxane and 50 ml of water for 24 hours. After extraction with CH2Cl2 and concentration with rotary evaporation, 30 g of an oil characterized by nmr as the N-substituted product was obtained. An attempt to distill 5 g of this material led to decomposition. The rest of the material was dissolved in 200 ml of benzene and refluxed for 2 h... As a reaction SMILES: Cl[C:2]1[N:7]=[C:6]([Cl:8])[C:5]([Cl:9])=[N:4][C:3]=1Cl.[CH2:11]([NH:15][CH:16](O)[CH3:17])[CH2:12][CH2:13][CH3:14].C(=O)([O-])[O-:20].[K+].[K+].[OH-].[K+]>O1CCOCC1.O>[CH2:11]([N:15]1[CH2:16][CH2:17][O:20][C:3]2[N:4]=[C:5]([Cl:9])[C:6]([Cl:8])=[N:7][C:2]1=2)[CH2:12][CH2:13][CH3:14] |f:2.3.4,5.6|. The solvent is O1CCOCC1 (dioxane), O (water). Isolated yield 47.7%. Product: C(CCC)N1C2=C(OCC1)N=C(C(=N2)Cl)Cl (4-Butyl-6,7-dichloro-2,3-dihydro-pyrazino(2,3-b)(1,4)oxazine). Reactants: ClC1=C(N=C(C(=N1)Cl)Cl)Cl (tetrachloropyrazine), C(CCC)NC(C)O (n-butylaminoethanol), C([O-])([O-])=O.[K+].[K+] (potassium carbonate), [OH-].[K+] (KOH). Starting materials: C(C)(=O)O (acetic acid), [H][H] (hydrogen), OC1(CN(C1)C(=O)OC(C)(C)C)C1=CC=CC=C1 (3-hydroxy-3-phenyl-1-(tert-butoxy-carbonyl)azetidine). The reagents and catalysts are [Rh] (rhodium on alumina). Run in CO (methanol). Run at temperature 85 celsius. Yields the product C1(CCCCC1)C1(CN(C1)C(=O)OC(C)(C)C)O (3-Cyclohexyl-3-hydroxy-1-(tert-butoxy-carbonyl)azetidine). Isolated yield 100.0%. As a reaction SMILES: C(O)(=O)C.[OH:5][C:6]1([C:17]2[CH:22]=[CH:21][CH:20]=[CH:19][CH:18]=2)[CH2:9][N:8]([C:10]([O:12][C:13]([CH3:16])([CH3:15])[CH3:14])=[O:11])[CH2:7]1.[H][H]>CO.[Rh]>[CH:17]1([C:6]2([OH:5])[CH2:9][N:8]([C:10]([O:12][C:13]([CH3:15])([CH3:14])[CH3:16])=[O:11])[CH2:7]2)[CH2:18][CH2:19][CH2:20][CH2:21][CH2:22]1. Procedure: 0.5 ml of acetic acid and 40 mg of rhodium on alumina 5% are added to a solution containing 117 mg (0.470 mmol) of 3-hydroxy-3-phenyl-1-(tert-butoxy-carbonyl)azetidine (cf. procedure 1-2-1) dissolved in 4 ml of methanol. The reaction medium is placed at 4 bar of hydrogen and heated at 85° C. for 4 hours. The catalyst is filtered off and washed with methanol and the solvents are evaporated off. 120 mg in the form of a beige powder are obtained with a yield of 100%. Procedure: [step 4] Using 3-iodo-2-isopropyl-7-methoxyimidazo[1,2-a]pyrimidine (649 mg, 2.05 mmol) obtained in step 3 and (E)-2-(3-fluoro-8-formyldibenzo[b,e]oxepin-11(6H)-ylidene)propanenitrile (300 mg, 1.02 mmol) obtained in Reference Example 5, and in the same manner as in Reference Example 8A, step 3, (E)-2-{3-fluoro-8-[(hydroxy) (2-isopropyl-7-methoxyimidazo[1,2-a]pyrimidin-3-yl)methyl]dibenzo[b,e]oxepin-11(6H)-ylidene}propanenitrile (310 mg, 63%) was obtained. Reaction SMILES: I[C:2]1[N:6]2[CH:7]=[CH:8][C:9]([O:11][CH3:12])=[N:10][C:5]2=[N:4][C:3]=1[CH:13]([CH3:15])[CH3:14].[F:16][C:17]1[CH:18]=[CH:19][C:20]2=[C:21]([CH:37]=1)[O:22][CH2:23][C:24]1[CH:34]=[C:33]([CH:35]=[O:36])[CH:32]=[CH:31][C:25]=1/[C:26]/2=[C:27](/[CH3:30])\[C:28]#[N:29]>>[F:16][C:17]1[CH:18]=[CH:19][C:20]2=[C:21]([CH:37]=1)[O:22][CH2:23][C:24]1[CH:34]=[C:33]([CH:35]([OH:36])[C:2]3[N:6]4[CH:7]=[CH:8][C:9]([O:11][CH3:12])=[N:10][C:5]4=[N:4][C:3]=3[CH:13]([CH3:15])[CH3:14])[CH:32]=[CH:31][C:25]=1/[C:26]/2=[C:27](/[CH3:30])\[C:28]#[N:29]. Reactants: IC1=C(N=C2N1C=CC(=N2)OC)C(C)C (3-iodo-2-isopropyl-7-methoxyimidazo[1,2-a]pyrimidine), FC=1C=CC\2=C(OCC3=C(/C2=C(\C#N)/C)C=CC(=C3)C=O)C1 ((E)-2-(3-fluoro-8-formyldibenzo[b,e]oxepin-11(6H)-ylidene)propanenitrile). Yield: 62.7%. Product: FC=1C=CC\2=C(OCC3=C(/C2=C(\C#N)/C)C=CC(=C3)C(C3=C(N=C2N3C=CC(=N2)OC)C(C)C)O)C1 ((E)-2-{3-fluoro-8-[(hydroxy) (2-isopropyl-7-methoxyimidazo[1,2-a]pyrimidin-3-yl)methyl]dibenzo[b,e]oxepin-11(6H)-ylidene}propanenitrile).